From a dataset of the Open Reaction Database (ORD), a public repository of structured organic reaction records. describe an organic reaction: reactants, conditions, products, and yield Starting materials: ClC1=CC=C(CNC(=O)C=2C=NC3=C(C=C(C=C3C2O)C#CCO)C(F)(F)F)C=C1 (N-(4-Chlorobenzyl)-4-hydroxy-6-(3-hydroxy-1-propynyl)-8-(trifluoromethyl)-3-quinolinecarboxamide). Reagents/catalysts: [Pd] (palladium on carbon). Solvent: C(C)OCC.CCCCCC (diethyl ether hexane). The product is ClC1=CC=C(CNC(=O)C=2C=NC3=C(C=C(C=C3C2O)CCCO)C(F)(F)F)C=C1 (N-(4-Chlorobenzyl)-4-hydroxy-6-(3-hydroxypropyl)-8-(trifluoromethyl)-3-quinolinecarboxamide). Isolated yield 10.7%. Reaction SMILES: [Cl:1][C:2]1[CH:30]=[CH:29][C:5]([CH2:6][NH:7][C:8]([C:10]2[CH:11]=[N:12][C:13]3[C:18]([C:19]=2[OH:20])=[CH:17][C:16]([C:21]#[C:22][CH2:23][OH:24])=[CH:15][C:14]=3[C:25]([F:28])([F:27])[F:26])=[O:9])=[CH:4][CH:3]=1>C(OCC)C.CCCCCC.[Pd]>[Cl:1][C:2]1[CH:3]=[CH:4][C:5]([CH2:6][NH:7][C:8]([C:10]2[CH:11]=[N:12][C:13]3[C:18]([C:19]=2[OH:20])=[CH:17][C:16]([CH2:21][CH2:22][CH2:23][OH:24])=[CH:15][C:14]=3[C:25]([F:28])([F:26])[F:27])=[O:9])=[CH:29][CH:30]=1 |f:1.2|. Procedure details: N-(4-Chlorobenzyl)-4-hydroxy-6-(3-hydroxy-1-propynyl)-8-(trifluoromethyl)-3-quinolinecarboxamide (397 mg) from Example No. 121 is dissolved in methanol/dichloromethane (1/1, 87 mL) and palladium on carbon (5%, 80 mg) are added. The mixture is placed under a hydrogen atmosphere (28 psi) for 1 h, filtered through celite, and concentrated. The crude product is purified by column chromatography (dichloromethane/methanol, 100/1 to 100/3) to afford 43 mg (10%) of the title compound as a white solid. Reactants: C(C)OC(CC([C@@H](CO)O)=C)OCC ((S)-5,5-diethoxy-3-methylene-1,2-pentanediol), Cl (HCl). Yields the product C(C)O[C@H]1CC([C@H](O1)CO)=C ((2S-cis)-tetrahydro-5-ethoxy-3-methylene-2-furanmethanol), C(C)O[C@@H]1CC([C@H](O1)CO)=C ((2S-trans)-tetrahydro-5-ethoxy-3-methylene-2-furanmethanol). Reaction SMILES: C([O:3][CH:4]([O:12][CH2:13][CH3:14])[CH2:5][C:6](=[CH2:11])[C@H:7](O)[CH2:8][OH:9])C.Cl>>[CH2:13]([O:12][C@@H:4]1[O:3][C@H:7]([CH2:8][OH:9])[C:6](=[CH2:11])[CH2:5]1)[CH3:14].[CH2:13]([O:12][C@H:4]1[O:3][C@H:7]([CH2:8][OH:9])[C:6](=[CH2:11])[CH2:5]1)[CH3:14]. Procedure details: reacting the product of step e with 10% HCl in a suitable solvent for 30 minutes to form (2S-cis)-tetrahydro-5-ethoxy-3-methylene-2-furanmethanol and (2S-trans)-tetrahydro-5-ethoxy-3-methylene-2-furanmethanol. Starting materials: CC(O)C=1C=NN2C1N=CC=C2C=2C=C(C=CC2)C(F)(F)F (α-methyl-7-(α,α,α-trifluoro-m-tolyl)pyrazolo[1,5-a]pyrimidine-3-methanol), C(C)(=O)O (acetic acid). The reagents and catalysts are [O-2].[O-2].[O-2].[Cr+6] (chromium trioxide). The solvent is O (water). Reaction conditions: time 1 hour. Yields the product FC(C1=CC(=CC=C1)C1=CC=NC=2N1N=CC2C(=O)C)(F)F (Methyl 7-(α,α,α-trifluoro-m-tolyl)pyrazolo[1,5-a]pyrimid-3-yl ketone). Reaction SMILES: [CH3:1][CH:2]([C:4]1[CH:5]=[N:6][N:7]2[C:12]([C:13]3[CH:14]=[C:15]([C:19]([F:22])([F:21])[F:20])[CH:16]=[CH:17][CH:18]=3)=[CH:11][CH:10]=[N:9][C:8]=12)[OH:3].C(O)(=O)C>[O-2].[O-2].[O-2].[Cr+6].O>[F:21][C:19]([F:20])([F:22])[C:15]1[CH:16]=[CH:17][CH:18]=[C:13]([C:12]2[N:7]3[N:6]=[CH:5][C:4]([C:2]([CH3:1])=[O:3])=[C:8]3[N:9]=[CH:10][CH:11]=2)[CH:14]=1 |f:2.3.4.5|. Procedure details: A mixture of 3.0 g. of α-methyl-7-(α,α,α-trifluoro-m-tolyl)pyrazolo[1,5-a]pyrimidine-3-methanol and one gram of chromium trioxide in 75 ml. glacial acetic acid is allowed to remain at room temperature for 1 hour and then poured into water. The resultant solid is removed by filtration and then recrystallized from methylene chloride-n-hexane to yield the desired methyl ketone, m.p. 127°-130° C. Starting materials: Cuprous iodide, C(CCC)[Sn](CCCC)(CCCC)Cl (Tributyltin chloride), ICC#CCCCCC (1-iodo-2-octyne), O([Si](C)(C)C(C)(C)C)[C@H]1C=CC(C1)=O ((R)-4-t-butyldimethylsiloxy-2-cyclopentenone), C(CCC)P(CCCC)CCCC (tributylphosphine), C(CCC)[Li] (n-butyllithium). Run in CCOCC (Ether), O1CCCC1 (tetrahydrofuran), O1CCCC1 (tetrahydrofuran), CN(P(N(C)C)(N(C)C)=O)C (hexamethylphosphoric triamide), O1CCCC1 (tetrahydrofuran). Conditions: temperature 20 celsius. Product: C(CCC)[C@@H]1[C@H](C(C[C@H]1O[Si](C)(C)C(C)(C)C)=O)CC#CCCCCC ((2R,3R,4R)-3-butyl-4-t-butyldimethylsiloxy-2-(2-octynyl)cyclopentanone). Isolated yield 49.5%. RXN SMILES: C(P(CCCC)CCCC)CCC.[CH2:14]([Li])[CH2:15][CH2:16][CH3:17].[O:19]([C@@H:27]1[CH2:31][C:30](=[O:32])[CH:29]=[CH:28]1)[Si:20]([C:23]([CH3:26])([CH3:25])[CH3:24])([CH3:22])[CH3:21].C([Sn](Cl)(CCCC)CCCC)CCC.I[CH2:48][C:49]#[C:50][CH2:51][CH2:52][CH2:53][CH2:54][CH3:55]>O1CCCC1.CCOCC.CN(C)P(=O)(N(C)C)N(C)C>[CH2:14]([C@H:28]1[C@H:27]([O:19][Si:20]([C:23]([CH3:26])([CH3:25])[CH3:24])([CH3:22])[CH3:21])[CH2:31][C:30](=[O:32])[C@@H:29]1[CH2:48][C:49]#[C:50][CH2:51][CH2:52][CH2:53][CH2:54][CH3:55])[CH2:15][CH2:16][CH3:17]. Reported procedure: Cuprous iodide (99.1 mg; 0.52 mmole) was weighed into a 30 ml reaction tube purged with argon, and the inside of the tube was dried under reduced pressure. Then, the reaction tube was again purged with argon. Dry tetrahydrofuran (2 ml) and tributylphosphine (0.337 ml; 1.35 mmole) were introduced into the reaction tube, and stirred at 20° C. with stirring to form a uniform solution. The solution was cooled to -78° C., and n-butyllithium (1.60M, 0.325 ml, 0.52 mmole) was added, and the mixture was... Starting materials: C(C)[O-].[Na+] (sodium ethanolate), OC=1C=C(C=O)C=CC1 (3-hydroxybenzaldehyde), ClCCN(CC)CC (N-(2-chloroethyl)-N,N-diethylamine). Solvent: C(C)O (ethanol). Run at time 15 minute. The product is C(C)N(CC)CCOC1=C(C=O)C=CC=C1 (2-(N,N-Diethylaminoeth-1-yloxy)benzaldehyde). Isolated yield 68.7%. As a reaction SMILES: O[C:2]1[CH:3]=[C:4]([CH:7]=[CH:8][CH:9]=1)[CH:5]=[O:6].[CH2:10]([O-:12])[CH3:11].[Na+].Cl[CH2:15][CH2:16][N:17](CC)[CH2:18][CH3:19]>C(O)C>[CH2:16]([N:17]([CH2:11][CH2:10][O:12][C:7]1[CH:8]=[CH:9][CH:2]=[CH:3][C:4]=1[CH:5]=[O:6])[CH2:18][CH3:19])[CH3:15] |f:1.2|. Procedure details: 6.1 g (50 mmol) of 3-hydroxybenzaldehyde were dissolved in 100 ml of ethanol and 3.5 g (50 mmol) of sodium ethanolate were added. The mixture was stirred for 15 minutes. Then 7.5 g (55 mmol) of N-(2-chloroethyl)-N,N-diethylamine were added, and the mixture was refluxed for 12 hours. The reaction mixture was then concentrated in vacuo. The residue was then partitioned between ether and 1M sodium hydroxide solution, and the ether phase was separated off, dried and concentrated in vacuo. 7.6 g of t... Reactants: CCOC(=O)c1cc2c(OCc3ccccc3)cc(C)cc2[nH]1, CO, N. Yields the product Cc1cc(OCc2ccccc2)c2cc(C(N)=O)[nH]c2c1. Reaction SMILES: [CH2:1]([c:2]1[cH:3][cH:4][cH:5][cH:6][cH:7]1)[O:8][c:9]1[c:10]2[cH:11][c:12]([C:19]([O:21][CH2:20][CH3:22])=[O:23])[nH:13][c:14]2[cH:15][c:16]([CH3:18])[cH:17]1.[CH3:25][OH:26].[NH3:24]>>[CH2:1]([c:2]1[cH:3][cH:4][cH:5][cH:6][cH:7]1)[O:8][c:9]1[c:10]2[cH:11][c:12]([C:19](=[O:21])[NH2:24])[nH:13][c:14]2[cH:15][c:16]([CH3:18])[cH:17]1. The reactants are C(=O)(OC(C)(C)C)C1CCN(CC1)N (4-boc-aminopiperidine), C([O-])([O-])=O.[K+].[K+] (potassium carbonate), [I-].[K+] (potassium iodide), COCCBr (2-bromoethyl methyl ether), C(C)#N (acetonitrile). The solvent is O (H2O). The product is C(=O)(OC(C)(C)C)C1(CCN(CC1)CCOC)N (4-Boc-1-(2-methoxy-ethyl)-piperidin-4-ylamine). Yield: 99.0%. RXN SMILES: [C:1]([CH:8]1[CH2:13][CH2:12][N:11](N)[CH2:10][CH2:9]1)([O:3][C:4]([CH3:7])([CH3:6])[CH3:5])=[O:2].C(=O)([O-])[O-].[K+].[K+].[I-].[K+].[CH3:23][O:24][CH2:25][CH2:26]Br.C(#[N:30])C>O>[C:1]([C:8]1([NH2:30])[CH2:13][CH2:12][N:11]([CH2:26][CH2:25][O:24][CH3:23])[CH2:10][CH2:9]1)([O:3][C:4]([CH3:7])([CH3:6])[CH3:5])=[O:2] |f:1.2.3,4.5|. Reported procedure: A mixture of 4-boc-aminopiperidine (11, 10.0 g, 50 mmol), potassium carbonate (6.5 g, 47 mmol), potassium iodide (7.7 g, 46 mmol), 2-bromoethyl methyl ether (4.4 mls, 46 mmol), and acetonitrile (100 mls) was heated to reflux for 3 hrs. After cooling to room temperature, the reaction mixture was poured into H2O and extracted with EtOAc (4×). The combined EtOAc extractions were washed with sat'd NaCl (1×), dried (Na2SO4), and concentrated in vacuo to give 4-boc-1-(2-methoxy-ethyl)-piperidin-4-ylam... Reactants: BrC1=CC=C(N)C=C1 (4-bromoaniline), N1=CC(=CC=C1)C=O (3-pyridinecarboxaldehyde), [BH4-].[Na+] (sodium borohydride). The solvent is CO (methanol). Conditions: temperature 0 celsius, time 8 hour. Yields the product BrC1=CC=C(C=C1)NCC=1C=NC=CC1 ((4-Bromophenyl)pyridin-3-ylmethylamine). Reaction SMILES: [Br:1][C:2]1[CH:8]=[CH:7][C:5]([NH2:6])=[CH:4][CH:3]=1.[N:9]1[CH:14]=[CH:13][CH:12]=[C:11]([CH:15]=O)[CH:10]=1.[BH4-].[Na+]>CO>[Br:1][C:2]1[CH:8]=[CH:7][C:5]([NH:6][CH2:15][C:11]2[CH:10]=[N:9][CH:14]=[CH:13][CH:12]=2)=[CH:4][CH:3]=1 |f:2.3|. Procedure details: A solution of 4-bromoaniline (Aldrich; 1.3 equiv.) in methanol (0.4 M) was treated with 3-pyridinecarboxaldehyde (Aldrich; 1.0 equiv.). The solution was heated to reflux for 2 hours. The reaction was cooled to 0° C. and treated slowly with sodium borohydride (3.4 equiv.). After 1 hour the cooling bath was removed and stirring continued overnight. The reaction was concentrated in vacuo. The residue was partitioned between DCM and water. The aqueous phase was back-extracted once with DCM. The comb... The reactants are O=C(O)c1cc(O)c2cccc(O)c2n1, COc1ccc(OC)c(NC(=O)C(CCC(=O)NC(c2ccccc2)(c2ccccc2)c2ccccc2)NC(=O)OCC2c3ccccc3-c3ccccc32)c1. The product is COc1ccc(OC)c(NC(=O)C(CCC(=O)NC(c2ccccc2)(c2ccccc2)c2ccccc2)NC(=O)c2cc(O)c3cccc(O)c3n2)c1. As a reaction SMILES: [OH:57][c:58]1[cH:59][c:60]([C:69](=[O:70])[OH:71])[n:61][c:62]2[c:63]([OH:68])[cH:64][cH:65][cH:66][c:67]12.[cH:1]1[c:2]2[c:14]([cH:15][cH:16][cH:17]1)-[c:9]1[c:8]([cH:13][cH:12][cH:11][cH:10]1)[CH:3]2[CH2:4][O:5][C:6](=[O:7])[NH:18][CH:19]([CH2:20][CH2:21][C:22]([NH:23][C:24]([c:25]1[cH:26][cH:27][cH:28][cH:29][cH:30]1)([c:31]1[cH:32][cH:33][cH:34][cH:35][cH:36]1)[c:37]1[cH:38][cH:39][cH:40][cH:41][cH:42]1)=[O:43])[C:44](=[O:45])[NH:46][c:47]1[c:48]([O:55][CH3:56])[cH:49][cH:50][c:51]([O:53][CH3:54])[cH:52]1>>[NH:18]([CH:19]([CH2:20][CH2:21][C:22]([NH:23][C:24]([c:25]1[cH:26][cH:27][cH:28][cH:29][cH:30]1)([c:31]1[cH:32][cH:33][cH:34][cH:35][cH:36]1)[c:37]1[cH:38][cH:39][cH:40][cH:41][cH:42]1)=[O:43])[C:44](=[O:45])[NH:46][c:47]1[c:48]([O:55][CH3:56])[cH:49][cH:50][c:51]([O:53][CH3:54])[cH:52]1)[C:69]([c:60]1[cH:59][c:58]([OH:57])[c:67]2[c:62]([n:61]1)[c:63]([OH:68])[cH:64][cH:65][cH:66]2)=[O:71]. The reactants are [NH4+].[Cl-] (NH4Cl), anhydride, C1(CC1)CCC(=O)N1C(OC[C@@H]1C(C)C)=O (3-(3-Cyclopropyl-1-oxopropyl)-4(S)-(1-methylethyl)-2-oxazolidinone), [Cl-] (chloride), C(CCC=C)(=O)O (4-pentenoic acid), CN1CCOCC1 (N-methylmorpholine), solution, C(CCC)[Li] (butyllithium), CCCCCC (hexane), CC(C)[C@@H]1NC(OC1)=O ((S)-4-(1-methylethyl)-2-oxazolidinone). The solvent is O (H2O), C1CCOC1 (THF). Run at time 30 minute. Product: anhydride, CC(C)[C@@H]1N(C(OC1)=O)C(CCC=C)=O (4(S)-(1-methylethyl)-3-(1-oxo-4-pentenyl)-2-oxazolidinone). As a reaction SMILES: [CH:1]1([CH2:4][CH2:5][C:6]([N:8]2[C@@H:12]([CH:13]([CH3:15])[CH3:14])[CH2:11][O:10][C:9]2=[O:16])=[O:7])C[CH2:2]1.[Cl-].C(O)(=O)CCC=C.CN1CCOCC1.C([Li])CCC.CCCCCC.CC([C@H]1COC(=O)N1)C.[NH4+].[Cl-]>C1COCC1.O>[CH3:15][CH:13]([C@H:12]1[CH2:11][O:10][C:9](=[O:16])[N:8]1[C:6](=[O:7])[CH2:5][CH2:4][CH:1]=[CH2:2])[CH3:14] |f:7.8|. Reported procedure: 3-(3-Cyclopropyl-1-oxopropyl)-4(S)-(1-methylethyl)-2-oxazolidinone: A solution of mixed anhydride was prepared by adding, under N2, pivoloyl chloride (14.8 mL, 120 mmol) over a period of 5 min to a cooled solution (0°) of 4-pentenoic acid (12.3 mL, 120 mmol) and N-methylmorpholine (15.4 mL, 140 mmol). The mixture was stirred at 0° for 30 min. Meanwhile, a second solution was prepared by adding dropwise under N2 a 1.4M solution of butyllithium in hexane (71 mL, 100 mmol) to a stirred cooled solut...